This data is from the Open Reaction Database (ORD), a public repository of structured organic reaction records. The task is: describe an organic reaction: reactants, conditions, products, and yield The yield is 31.8%. Procedure details: A solution of 2-(3-chlorophenyl)-3H-imidazo[4,5-b]pyridine-3-acetic acid (5.76 g, 0.020 mole), 1,1'-carbonyldiimidazole (3.24 g, 0.020 mole), and anhydrous tetrahydrofuran (250 ml) was stirred at room temperature with a stream of nitrogen bubbling through for 2 hrs. The nitrogen flow was stopped and a solution of 2-(aminomethyl)-1-ethyl pyrrolidine (2.56 g, 0.02 mole) in dry tetrahydrofuran (50 ml) was added. The solution was stoppered and stirred at room temperature over the weekend. The reacti... The solvent is O1CCCC1 (tetrahydrofuran), O1CCCC1 (tetrahydrofuran). Yields the product Cl.ClC=1C=C(C=CC1)C1=NC=2C(=NC=CC2)N1CC(=O)NCC1N(CCC1)CC (2-(3-Chlorophenyl)-N-(1-ethyl-2-pyrrolidinylmethyl)-3H-imidazo[4,5-b]pyridine-3-acetamide hydrochloride). As a reaction SMILES: [Cl:1][C:2]1[CH:3]=[C:4]([C:8]2[N:16]([CH2:17][C:18]([OH:20])=O)[C:11]3=[N:12][CH:13]=[CH:14][CH:15]=[C:10]3[N:9]=2)[CH:5]=[CH:6][CH:7]=1.C(N1C=CN=C1)(N1C=CN=C1)=O.[NH2:33][CH2:34][CH:35]1[CH2:39][CH2:38][CH2:37][N:36]1[CH2:40][CH3:41]>O1CCCC1>[ClH:1].[Cl:1][C:2]1[CH:3]=[C:4]([C:8]2[N:16]([CH2:17][C:18]([NH:33][CH2:34][CH:35]3[CH2:39][CH2:38][CH2:37][N:36]3[CH2:40][CH3:41])=[O:20])[C:11]3=[N:12][CH:13]=[CH:14][CH:15]=[C:10]3[N:9]=2)[CH:5]=[CH:6][CH:7]=1 |f:4.5|. Reactants: ClC=1C=C(C=CC1)C1=NC=2C(=NC=CC2)N1CC(=O)O (2-(3-chlorophenyl)-3H-imidazo[4,5-b]pyridine-3-acetic acid), C(=O)(N1C=NC=C1)N1C=NC=C1 (1,1'-carbonyldiimidazole), NCC1N(CCC1)CC (2-(aminomethyl)-1-ethyl pyrrolidine). Starting materials: CN(C=O)C (N,N-dimethylformamide), C=CC1=CC=C(C=C1)S(=O)(=O)[O-].[Na+] (sodium p-styrenesulfonate), C(C)(C)(C)C=1C=C(C(O)=CC1)O (4-tert-butylcatechol), S(=O)(Cl)Cl (thionyl chloride). Run in O (water). Product: 128, C=CC1=CC=C(C=C1)S(=O)(=O)Cl (p-styrenesulfonic acid chloride). As a reaction SMILES: C(C1C=C(O)C(=CC=1)O)(C)(C)C.S(Cl)([Cl:15])=O.CN(C)C=O.[CH2:22]=[CH:23][C:24]1[CH:29]=[CH:28][C:27]([S:30]([O-:33])(=O)=[O:31])=[CH:26][CH:25]=1.[Na+]>O>[CH2:22]=[CH:23][C:24]1[CH:29]=[CH:28][C:27]([S:30]([Cl:15])(=[O:33])=[O:31])=[CH:26][CH:25]=1 |f:3.4|. Procedure: Into a reaction vessel fitted with a cooling pipe, a stirrer, a thermometer and a nitrogen feed pipe, 2.0 parts of 4-tert-butylcatechol, 565 parts of thionyl chloride and 400 parts of dehydrated N,N-dimethylformamide were fed, and then stirred under ice cooling. To the solution obtained, while this was kept at 0° C. or below, 150 parts of formula-(18) sodium p-styrenesulfonate was dividedly added thereto. After its addition, the reaction solution was stirred for 24 hours while keeping the liquid...